describe an organic reaction: reactants, conditions, products, and yield From a dataset of the Open Reaction Database (ORD), a public repository of structured organic reaction records. Starting materials: CCC(Br)C(N)=O, O=C([O-])[O-], COC(=O)CCCN, CC#N, Cl, [K+], [K+]. The product is CCC(NCCCC(=O)OC)C(N)=O. Reaction SMILES: [Br:1][CH:2]([C:3](=[O:4])[NH2:5])[CH2:6][CH3:7].[C:8](=[O:9])([O-:10])[O-:11].[CH3:15][O:16][C:17]([CH2:18][CH2:19][CH2:20][NH2:21])=[O:22].[CH3:23][C:24]#[N:25].[ClH:14].[K+:12].[K+:13]>>[CH:2]([C:3](=[O:4])[NH2:5])([CH2:6][CH3:7])[NH:21][CH2:20][CH2:19][CH2:18][C:17]([O:16][CH3:15])=[O:22]. The reactants are N[C@H](C(=O)NC1=C(C=C(C=C1)F)N[C@@H]1CN(CCC1)CCOC(C(C)(C)C)=O)C (2,2-dimethylpropionic acid 2-{(S)-3-[2-((S)-2-aminopropionylamino)-5-fluorophenylamino]piperidin-1-yl}ethyl ester), Cl (HCl). Product: N[C@@H](C)C1=NC2=C(N1[C@@H]1CN(CCC1)CCO)C=C(C=C2)F (2-{(S)-3-[2-((S)-1-Aminoethyl)-6-fluorobenzoimidazol-1-yl]piperidin-1-yl}ethanol). Yield: 47.4%. Reaction SMILES: [NH2:1][C@@H:2]([CH3:29])[C:3]([NH:5][C:6]1[CH:11]=[CH:10][C:9]([F:12])=[CH:8][C:7]=1[NH:13][C@H:14]1[CH2:19][CH2:18][CH2:17][N:16]([CH2:20][CH2:21][O:22]C(=O)C(C)(C)C)[CH2:15]1)=O.Cl>>[NH2:1][C@H:2]([C:3]1[N:13]([C@H:14]2[CH2:19][CH2:18][CH2:17][N:16]([CH2:20][CH2:21][OH:22])[CH2:15]2)[C:7]2[CH:8]=[C:9]([F:12])[CH:10]=[CH:11][C:6]=2[N:5]=1)[CH3:29]. Procedure details: A solution of 2,2-dimethylpropionic acid 2-{(S)-3-[2-((S)-2-aminopropionylamino)-5-fluorophenylamino]piperidin-1-yl}ethyl ester (200 mg, 0.49 mmol), in aqueous 6M HCl (8 mL) was refluxed for 30 min. After cooling to RT the volatiles were removed in vacuo and the resulting residue loaded in dioxane/water (1:1) onto an Isolute® SCX-2 cartridge. The cartridge was washed with dioxane/water (1:1), then dioxane and the product eluted with 10% 880 NH3 in dioxane. The fractions containing product were p... The reactants are CCOC(=O)C=P(c1ccccc1)(c1ccccc1)c1ccccc1, Cc1ccccc1, COc1ccc(C=O)cc1F. The product is CCOC(=O)C=Cc1ccc(OC)c(F)c1. RXN SMILES: [C:12](=[O:13])([O:14][CH2:15][CH3:16])[CH:17]=[P:18]([c:19]1[cH:20][cH:21][cH:22][cH:23][cH:24]1)([c:25]1[cH:26][cH:27][cH:28][cH:29][cH:30]1)[c:31]1[cH:32][cH:33][cH:34][cH:35][cH:36]1.[CH3:37][c:38]1[cH:39][cH:40][cH:41][cH:42][cH:43]1.[F:1][c:2]1[cH:3][c:4]([CH:5]=[O:6])[cH:7][cH:8][c:9]1[O:10][CH3:11]>>[F:1][c:2]1[cH:3][c:4]([CH:5]=[CH:17][C:12](=[O:13])[O:14][CH2:15][CH3:16])[cH:7][cH:8][c:9]1[O:10][CH3:11]. Starting materials: [BH4-], ClCCl, [Na+], CN(C)C=O, O, O=S(Cl)Cl, O=C(O)c1nc(-c2ccccc2C=Cc2n[nH]c3ccccc23)no1. The product is OCc1nc(-c2ccccc2C=Cc2n[nH]c3ccccc23)no1. As a reaction SMILES: [BH4-:35].[CH2:37]([Cl:38])[Cl:39].[Na+:36].[O:30]=[CH:31][N:32]([CH3:33])[CH3:34].[OH2:40].[S:26]([Cl:27])([Cl:28])=[O:29].[nH:1]1[n:2][c:3]([CH:10]=[CH:11][c:12]2[c:13](-[c:18]3[n:19][o:20][c:21]([C:23](=[O:24])[OH:25])[n:22]3)[cH:14][cH:15][cH:16][cH:17]2)[c:4]2[cH:5][cH:6][cH:7][cH:8][c:9]12>>[nH:1]1[n:2][c:3]([CH:10]=[CH:11][c:12]2[c:13](-[c:18]3[n:19][o:20][c:21]([CH2:23][OH:24])[n:22]3)[cH:14][cH:15][cH:16][cH:17]2)[c:4]2[cH:5][cH:6][cH:7][cH:8][c:9]12. The reactants are CCCC(=O)c1cnc2c(C)cccc2c1Cl, COc1ccc(OC)c(N)c1, C1COCCO1. Yields the product CCCC(=O)c1cnc2c(C)cccc2c1Nc1cc(OC)ccc1OC. As a reaction SMILES: [C:1]([CH2:2][CH2:3][CH3:4])(=[O:5])[c:6]1[cH:7][n:8][c:9]2[c:10]([CH3:17])[cH:11][cH:12][cH:13][c:14]2[c:15]1[Cl:16].[CH3:18][O:19][c:20]1[c:21]([NH2:22])[cH:23][c:24]([O:27][CH3:28])[cH:25][cH:26]1.[O:29]1[CH2:30][CH2:31][O:32][CH2:33][CH2:34]1>>[C:1]([CH2:2][CH2:3][CH3:4])(=[O:5])[c:6]1[cH:7][n:8][c:9]2[c:10]([CH3:17])[cH:11][cH:12][cH:13][c:14]2[c:15]1[NH:22][c:21]1[c:20]([O:19][CH3:18])[cH:26][cH:25][c:24]([O:27][CH3:28])[cH:23]1.